describe an organic reaction: reactants, conditions, products, and yield From a dataset of the Open Reaction Database (ORD), a public repository of structured organic reaction records. Starting materials: CCO, CN(C)C=O, CC(=O)O, Cc1cc(F)c(I)cc1[N+](=O)[O-], [Fe], O. The product is Cc1cc(F)c(N)cc1[N+](=O)[O-]. As a reaction SMILES: [CH3:14][CH2:15][OH:16].[CH3:17][N:18]([CH3:19])[CH:20]=[O:21].[CH3:22][C:23](=[O:24])[OH:25].[F:1][c:2]1[c:3]([I:12])[cH:4][c:5]([N+:9](=[O:10])[O-:11])[c:6]([CH3:8])[cH:7]1.[Fe:26].[OH2:13]>>[F:1][c:2]1[c:3]([NH2:18])[cH:4][c:5]([N+:9](=[O:10])[O-:11])[c:6]([CH3:8])[cH:7]1. Reactants: ClC1=CC=C(C=C1)C1(N=C(N(C1(C)C1=CC=C(C=C1)Cl)C(=O)Cl)C1=C(C=C(C=C1)C(C)(C)OC)OCC)C (4,5-bis-(4-chloro-phenyl)-2-[2-ethoxy-4-(1-methoxy-1-methyl-ethyl)-phenyl]-4,5-dimethyl-4,5-dihydro-imidazole-1-carbonyl chloride), Cl.Cl.O=S1(CCC(CC1)N1CCNCC1)=O (1-(1,1-dioxo-tetrahydro-2H-thiopyran-4-yl)-piperazine dihydrochloride). Product: ClC1=CC=C(C=C1)[C@@]1(N=C(N([C@]1(C)C1=CC=C(C=C1)Cl)C(=O)N1CCN(CC1)C1CCS(CC1)(=O)=O)C1=C(C=C(C=C1)C(C)(C)OC)OCC)C ({(4S,5R)-4,5-Bis-(4-chloro-phenyl)-2-[2-ethoxy-4-(1-methoxy-1-methyl-ethyl)-phenyl]-4,5-dimethyl-4,5-dihydro-imidazol-1-yl}-[4-(1,1-dioxo-tetrahydro-2H-thiopyran-4-yl)-piperazin-1-yl]-methanone). As a reaction SMILES: [Cl:1][C:2]1[CH:7]=[CH:6][C:5]([C:8]2([CH3:38])[C:12]([C:14]3[CH:19]=[CH:18][C:17]([Cl:20])=[CH:16][CH:15]=3)([CH3:13])[N:11]([C:21](Cl)=[O:22])[C:10]([C:24]3[CH:29]=[CH:28][C:27]([C:30]([O:33][CH3:34])([CH3:32])[CH3:31])=[CH:26][C:25]=3[O:35][CH2:36][CH3:37])=[N:9]2)=[CH:4][CH:3]=1.Cl.Cl.[O:41]=[S:42]1(=[O:54])[CH2:47][CH2:46][CH:45]([N:48]2[CH2:53][CH2:52][NH:51][CH2:50][CH2:49]2)[CH2:44][CH2:43]1>>[Cl:1][C:2]1[CH:7]=[CH:6][C:5]([C@@:8]2([CH3:38])[C@:12]([C:14]3[CH:15]=[CH:16][C:17]([Cl:20])=[CH:18][CH:19]=3)([CH3:13])[N:11]([C:21]([N:51]3[CH2:52][CH2:53][N:48]([CH:45]4[CH2:44][CH2:43][S:42](=[O:41])(=[O:54])[CH2:47][CH2:46]4)[CH2:49][CH2:50]3)=[O:22])[C:10]([C:24]3[CH:29]=[CH:28][C:27]([C:30]([O:33][CH3:34])([CH3:31])[CH3:32])=[CH:26][C:25]=3[O:35][CH2:36][CH3:37])=[N:9]2)=[CH:4][CH:3]=1 |f:1.2.3|. Procedure details: In a manner analogous to the method described in example 5, 4,5-bis-(4-chloro-phenyl)-2-[2-ethoxy-4-(1-methoxy-1-methyl-ethyl)-phenyl]-4,5-dimethyl-4,5-dihydro-imidazole-1-carbonyl chloride was reacted with 1-(1,1-dioxo-tetrahydro-2H-thiopyran-4-yl)-piperazine dihydrochloride (example 22) to give the title compound as a racemic mixture. The enantiomers were then separated by supercritical fluid chromatography (Berger Instrument Multi-Gram II, Daicel ChiralPak OD-H 3×25 cm, 35° C. at 100 bar, elu... Reported procedure: Also preferably, the steroidal anti-inflammatory of the present formulations is beclomethasone dipropionate or its monohydrate. Beclomethasone dipropionate has the chemical name 9-chloro-11b,17,21-trih-ydroxy-16b-methylpregna-1,4-diene-3,20-doine17,21-dipropionate. The compound may be a white powder with a molecular weight of 521.25; and is very slightly soluble in water (Physicians' Desk Reference.RTM), very soluble in chloroform, and freely soluble in acetone and in alcohol. Product: C[C@H]1C[C@H]2[C@@H]3CCC4=CC(=O)C=C[C@@]4([C@]3([C@H](C[C@@]2([C@]1(C(=O)CO)O)C)O)Cl)C (Beclomethasone). As a reaction SMILES: CCC([O:5][CH2:6][C:7]([C@:9]1([O:32]C(CC)=O)[C@@:13]2([CH3:30])[CH2:14][C@H:15]([OH:29])[C@:16]3([Cl:28])[C@:26]4([CH3:27])[C:20](=[CH:21][C:22]([CH:24]=[CH:25]4)=[O:23])[CH2:19][CH2:18][C@H:17]3[C@@H:12]2[CH2:11][C@@H:10]1[CH3:31])=[O:8])=O>O.C(Cl)(Cl)Cl.CC(C)=O>[CH3:31][C@@H:10]1[C@:9]([OH:32])([C:7]([CH2:6][OH:5])=[O:8])[C@:13]2([CH3:30])[C@H:12]([C@H:17]3[C@:16]([Cl:28])([C@@H:15]([OH:29])[CH2:14]2)[C@:26]2([CH3:27])[C:20](=[CH:21][C:22]([CH:24]=[CH:25]2)=[O:23])[CH2:19][CH2:18]3)[CH2:11]1. Run in O (water), alcohol, CC(=O)C (acetone), C(Cl)(Cl)Cl (chloroform). Starting materials: CCC(=O)OCC(=O)[C@]1([C@H](C[C@@H]2[C@@]1(C[C@@H]([C@]3([C@H]2CCC4=CC(=O)C=C[C@@]43C)Cl)O)C)C)OC(=O)CC (beclomethasone dipropionate), 9-chloro-11b,17,21-trih-ydroxy-16b-methylpregna-1,4-diene-3,20-doine17,21-dipropionate, monohydrate, CCC(=O)OCC(=O)[C@]1([C@H](C[C@@H]2[C@@]1(C[C@@H]([C@]3([C@H]2CCC4=CC(=O)C=C[C@@]43C)Cl)O)C)C)OC(=O)CC (Beclomethasone dipropionate). The reactants are C1CCOC1, CCOC(=O)CCC(=O)c1c[nH]c2c(-c3noc(-c4ccc(OC(C)C)c(Cl)c4)n3)cccc12, Cl, [Na+], [OH-]. Product: CC(C)Oc1ccc(-c2nc(-c3cccc4c(C(=O)CCC(=O)O)c[nH]c34)no2)cc1Cl. Reaction SMILES: [CH2:38]1[O:39][CH2:40][CH2:41][CH2:42]1.[Cl:1][c:2]1[cH:3][c:4](-[c:12]2[n:13][c:14](-[c:17]3[cH:18][cH:19][cH:20][c:21]4[c:22]([C:26]([CH2:27][CH2:28][C:29](=[O:30])[O:31][CH2:32][CH3:33])=[O:34])[cH:23][nH:24][c:25]34)[n:15][o:16]2)[cH:5][cH:6][c:7]1[O:8][CH:9]([CH3:10])[CH3:11].[ClH:37].[Na+:36].[OH-:35]>>[Cl:1][c:2]1[cH:3][c:4](-[c:12]2[n:13][c:14](-[c:17]3[cH:18][cH:19][cH:20][c:21]4[c:22]([C:26]([CH2:27][CH2:28][C:29](=[O:30])[OH:31])=[O:34])[cH:23][nH:24][c:25]34)[n:15][o:16]2)[cH:5][cH:6][c:7]1[O:8][CH:9]([CH3:10])[CH3:11]. Reactants: ClC1=CC(=CC=C1)C(=O)OO (m-Chloroperbenzoic acid), FC(CNC(=O)C1(C2=CC=CC=C2SC=2C=CC=CC12)CCCCBr)(F)F (4-[9-(2,2,2-Trifluoroethylcarbamoyl)-9H-thioxanthen-9-yl]butyl bromide), O (Water). Run in ClCCl (dichloromethane). Reaction conditions: temperature 0 celsius, time 1 hour. The product is O=S1C=2C=CC=CC2C(C2=CC=CC=C12)(C(NCC(F)(F)F)=O)CCCCBr (4-[10-oxo-9-(2,2,2-trifluoroethylcarbamoyl)-9,10-dihydro-10λ4-thioxanthen-9-yl]butyl bromide). Isolated yield 79.8%. RXN SMILES: [F:1][C:2]([F:27])([F:26])[CH2:3][NH:4][C:5]([C:7]1([CH2:21][CH2:22][CH2:23][CH2:24][Br:25])[C:20]2[CH:19]=[CH:18][CH:17]=[CH:16][C:15]=2[S:14][C:13]2[C:8]1=[CH:9][CH:10]=[CH:11][CH:12]=2)=[O:6].ClC1C=CC=C(C(OO)=[O:36])C=1.O>ClCCl>[O:36]=[S:14]1[C:15]2[C:20](=[CH:19][CH:18]=[CH:17][CH:16]=2)[C:7]([CH2:21][CH2:22][CH2:23][CH2:24][Br:25])([C:5](=[O:6])[NH:4][CH2:3][C:2]([F:1])([F:26])[F:27])[C:8]2[CH:9]=[CH:10][CH:11]=[CH:12][C:13]1=2. Procedure details: The compound (46 mg) prepared in step (d) of Example 133 was dissolved in dichloromethane (1 ml). m-Chloroperbenzoic acid (19 mg) was added to the solution at 0° C., and the mixture was stirred at 0° C. for one hr. Water was added to the reaction solution, and the mixture was extracted with chloroform. The extract was dried over anhydrous MgSO41 and the solvent was then removed by distillation under the reduced pressure. The residue was purified by preparative TLC (n-hexane:ethyl acetate=1:4) to... Starting materials: [BH4-], Cc1nccc(C#N)c1C, C1CCOC1, Cl, [Na+], O. Yields the product Cc1nccc(CN)c1C. As a reaction SMILES: [BH4-:1].[C:3](#[N:4])[c:5]1[c:6]([CH3:12])[c:7]([CH3:11])[n:8][cH:9][cH:10]1.[CH2:15]1[O:16][CH2:17][CH2:18][CH2:19]1.[ClH:14].[Na+:2].[OH2:13]>>[CH2:3]([NH2:4])[c:5]1[c:6]([CH3:12])[c:7]([CH3:11])[n:8][cH:9][cH:10]1.